Dataset: the Open Reaction Database (ORD), a public repository of structured organic reaction records. Task: describe an organic reaction: reactants, conditions, products, and yield Starting materials: aqueous solution, C(C)(=O)O (acetic acid), FC1=C(NC(OCC)=O)C=C(C=C1)[N+](=O)[O-] (ethyl 2-fluoro-5-nitrocarbanilate), C(C)(=O)O (acetic acid). The reagents and catalysts are [Fe] (iron). Solvent: C(C)(=O)OCC (ethyl acetate). Run at temperature 80 celsius, time 3 hour. The product is NC=1C=CC(=C(NC(OCC)=O)C1)F (ethyl 5-amino-2-fluorocarbanilate). Isolated yield 91.5%. As a reaction SMILES: C(O)(=O)C.[F:5][C:6]1[CH:17]=[CH:16][C:15]([N+:18]([O-])=O)=[CH:14][C:7]=1[NH:8][C:9](=[O:13])[O:10][CH2:11][CH3:12]>[Fe].C(OCC)(=O)C>[NH2:18][C:15]1[CH:16]=[CH:17][C:6]([F:5])=[C:7]([CH:14]=1)[NH:8][C:9](=[O:13])[O:10][CH2:11][CH3:12]. Procedure details: A mixture of 39.4 g (706 mmol) of iron powder and 75 ml of an aqueous solution of 5% acetic acid was heated to 80° C., and a mixed solution of 16.1 g (70.6 mmol) of ethyl 2-fluoro-5-nitrocarbanilate, 72 ml of acetic acid and 72 ml of ethyl acetate was slowly added dropwise to the mixture. After the reaction was continued for 3 hours, the insolubles were filtered out and washed with ethyl acetate. Thereafter the filtrate was distilled to remove the solvent, and the resultant product was dissolved... The reactants are O=c1ccn2c3ccc(Br)cc3c3cc(O)cc1c32, CCOC(=O)CBr, O=C([O-])[O-], CS(C)=O, [K+], [K+], O. The product is CCOC(=O)COc1cc2c(=O)ccn3c4ccc(Br)cc4c(c1)c23. As a reaction SMILES: [Br:1][c:2]1[cH:3][cH:4][c:5]2[n:6]3[c:7]4[c:8]([cH:9][c:10]([OH:15])[cH:11][c:12]4[c:13]2[cH:14]1)[c:16](=[O:19])[cH:17][cH:18]3.[Br:26][CH2:27][C:28](=[O:29])[O:30][CH2:31][CH3:32].[C:20](=[O:21])([O-:22])[O-:23].[CH3:34][S:35](=[O:36])[CH3:37].[K+:24].[K+:25].[OH2:33]>>[Br:1][c:2]1[cH:3][cH:4][c:5]2[n:6]3[c:7]4[c:8]([cH:9][c:10]([O:15][CH2:27][C:28](=[O:29])[O:30][CH2:31][CH3:32])[cH:11][c:12]4[c:13]2[cH:14]1)[c:16](=[O:19])[cH:17][cH:18]3. Starting materials: [Br-], CCOC(=O)CBr, CCCc1c(CSc2nccc(O)n2)ccc(C(C)=O)c1O, O=C([O-])[O-], CCC(C)=O, CCCC[N+](CCCC)(CCCC)CCCC, [K+], [K+], O. Yields the product CCCc1c(CSc2nccc(OCC(=O)OCC)n2)ccc(C(C)=O)c1O. Reaction SMILES: [Br-:41].[Br:23][CH2:24][C:25](=[O:26])[O:27][CH2:28][CH3:29].[C:1]([CH3:2])(=[O:3])[c:4]1[c:5]([OH:22])[c:6]([CH2:19][CH2:20][CH3:21])[c:7]([CH2:8][S:9][c:10]2[n:11][cH:12][cH:13][c:14]([OH:16])[n:15]2)[cH:17][cH:18]1.[C:30](=[O:31])([O-:32])[O-:33].[CH2:36]([C:37]([CH3:38])=[O:39])[CH3:40].[CH2:42]([N+:43]([CH2:44][CH2:45][CH2:46][CH3:47])([CH2:48][CH2:49][CH2:50][CH3:51])[CH2:52][CH2:53][CH2:54][CH3:55])[CH2:56][CH2:57][CH3:58].[K+:34].[K+:35].[OH2:59]>>[C:1]([CH3:2])(=[O:3])[c:4]1[c:5]([OH:22])[c:6]([CH2:19][CH2:20][CH3:21])[c:7]([CH2:8][S:9][c:10]2[n:11][cH:12][cH:13][c:14]([O:16][CH2:24][C:25](=[O:26])[O:27][CH2:28][CH3:29])[n:15]2)[cH:17][cH:18]1.